This data is from the Open Reaction Database (ORD), a public repository of structured organic reaction records. The task is: describe an organic reaction: reactants, conditions, products, and yield Reactants: Example 1 ( b ), [N+](=O)([O-])C1=C(CN[C@@H](CSCC(=O)O)C(=O)O)C=CC=C1 (N-(2-nitro-benzyl)-S-carboxymethyl-cysteine), [H][H] (hydrogen). Reagents/catalysts: [Ni] (Raney nickel). Yields the product NC1=C(CN[C@@H](CSCC(=O)O)C(=O)O)C=CC=C1 (N-(2-amino-benzyl)-S-carboxymethyl-cysteine). Reaction SMILES: [N+:1]([C:4]1[CH:21]=[CH:20][CH:19]=[CH:18][C:5]=1[CH2:6][NH:7][C@H:8]([C:15]([OH:17])=[O:16])[CH2:9][S:10][CH2:11][C:12]([OH:14])=[O:13])([O-])=O.[H][H]>[Ni]>[NH2:1][C:4]1[CH:21]=[CH:20][CH:19]=[CH:18][C:5]=1[CH2:6][NH:7][C@H:8]([C:15]([OH:17])=[O:16])[CH2:9][S:10][CH2:11][C:12]([OH:14])=[O:13]. Reported procedure: N-(2-amino-benzyl)-S-carboxymethyl-cysteine was prepared in analogy to Example 1 (b) by reducing N-(2-nitro-benzyl)-S-carboxymethyl-cysteine with hydrogen in the presence of Raney nickel and double the quantity of soda. Melting point: 214° C. Run in CO (MeOH). Procedure details: To a solution of N-((4S,6S)-4-(2,3-difluorophenyl)-4-methyl-6-(trifluoromethyl)-5,6-dihydro-4H-1,3-oxazin-2-yl)benzamide (7.0 g, 17.57 mmol) in MeOH (100 mL) was added 1,8-diazabicyclo-[5.4.0]undec-7-ene (3.15 mL, 21.09 mmol). The mixture was brought up to 60° C. for 15 h until the conversion was completed. The mixture was concentrated under reduced pressure and the residue was partitioned between EtOAc and water. The separated organic layer was washed with brine, dried over Na2SO4 and filtered.... Yields the product FC1=C(C=CC=C1F)[C@]1(N=C(O[C@@H](C1)C(F)(F)F)N)C ((4S,6S)-4-(2,3-difluorophenyl)-4-methyl-6-(trifluoromethyl)-5,6-dihydro-4H-1,3-oxazin-2-amine). The yield is 95.6%. As a reaction SMILES: [F:1][C:2]1[C:7]([F:8])=[CH:6][CH:5]=[CH:4][C:3]=1[C@:9]1([CH3:28])[CH2:14][C@@H:13]([C:15]([F:18])([F:17])[F:16])[O:12][C:11]([NH:19]C(=O)C2C=CC=CC=2)=[N:10]1.N12CCCN=C1CCCCC2>CO>[F:1][C:2]1[C:7]([F:8])=[CH:6][CH:5]=[CH:4][C:3]=1[C@:9]1([CH3:28])[CH2:14][C@@H:13]([C:15]([F:18])([F:16])[F:17])[O:12][C:11]([NH2:19])=[N:10]1. Conditions: time 15 hour. Reactants: FC1=C(C=CC=C1F)[C@]1(N=C(O[C@@H](C1)C(F)(F)F)NC(C1=CC=CC=C1)=O)C (N-((4S,6S)-4-(2,3-difluorophenyl)-4-methyl-6-(trifluoromethyl)-5,6-dihydro-4H-1,3-oxazin-2-yl)benzamide), N12CCCCCC2=NCCC1 (1,8-diazabicyclo-[5.4.0]undec-7-ene). The product is COC(=O)C(C(=O)OC)c1cc(F)ccc1[N+](=O)[O-]. RXN SMILES: [C:4]([CH2:5][C:6](=[O:7])[O:8][CH3:9])(=[O:10])[O:11][CH3:12].[CH3:1][O-:2].[CH3:25][c:26]1[cH:27][cH:28][cH:29][cH:30][cH:31]1.[CH3:32][S:33](=[O:34])[CH3:35].[ClH:24].[F:13][c:14]1[c:15]([N+:21](=[O:22])[O-:23])[cH:16][cH:17][c:18]([F:20])[cH:19]1.[Na+:3]>>[C:4]([CH:5]([C:6](=[O:7])[O:8][CH3:9])[c:14]1[c:15]([N+:21](=[O:22])[O-:23])[cH:16][cH:17][c:18]([F:20])[cH:19]1)(=[O:10])[O:11][CH3:12]. Starting materials: COC(=O)CC(=O)OC, C[O-], Cc1ccccc1, CS(C)=O, Cl, O=[N+]([O-])c1ccc(F)cc1F, [Na+]. Starting materials: [N+](=O)([O-])C1=CC=C(COC(=O)N2[C@@H](C[C@H](C2)O)CCC(=O)NC)C=C1 ((2R,4R)-1-p-nitrobenzyloxycarbonyl-2-(2-methylaminocarbonylethyl)-4-hydroxypyrrolidine), [H][H] (hydrogen). Reagents/catalysts: [C].[Pd] (palladium-carbon). Solvent: O1CCCC1 (tetrahydrofuran), C(C)O (ethanol). The product is CNC(=O)CC[C@H]1NC[C@@H](C1)O ((2R,4R)-2-(2-methylaminocarbonylethyl)-4-hydroxypyrrolidine). As a reaction SMILES: [N+](C1C=CC(COC([N:12]2[CH2:16][C@H:15]([OH:17])[CH2:14][C@H:13]2[CH2:18][CH2:19][C:20]([NH:22][CH3:23])=[O:21])=O)=CC=1)([O-])=O.[H][H]>O1CCCC1.C(O)C.[C].[Pd]>[CH3:23][NH:22][C:20]([CH2:19][CH2:18][C@@H:13]1[CH2:14][C@@H:15]([OH:17])[CH2:16][NH:12]1)=[O:21] |f:4.5|. Reported procedure: To a solution of (2R,4R)-1-p-nitrobenzyloxycarbonyl-2-(2-methylaminocarbonylethyl)-4-hydroxypyrrolidine (1.52 g) in tetrahydrofuran (15 ml) and ethanol (15 ml), 10 palladium-carbon (228 mg) was added. The mixture was stirred at room temperature for 3.5 hours under an atmospheric pressure of hydrogen. The reaction mixture was filtered to remove the catalyst. The filtrate was concentrated, and the residue was combined with water, washed with dichloromethane and lyophilized to give (2R,4R)-2-(2-met... Reactants: CCCCN=C=O, CN1CCC(C(=O)c2cccc(N)c2)CC1, C1CCOC1. Yields the product CCCCNC(=O)Nc1cccc(C(=O)C2CCN(C)CC2)c1. As a reaction SMILES: [CH2:17]([CH2:18][CH2:19][CH3:20])[N:21]=[C:22]=[O:23].[NH2:1][c:2]1[cH:3][c:4]([C:5](=[O:6])[CH:7]2[CH2:8][CH2:9][N:10]([CH3:13])[CH2:11][CH2:12]2)[cH:14][cH:15][cH:16]1.[O:24]1[CH2:25][CH2:26][CH2:27][CH2:28]1>>[NH:1]([c:2]1[cH:3][c:4]([C:5](=[O:6])[CH:7]2[CH2:8][CH2:9][N:10]([CH3:13])[CH2:11][CH2:12]2)[cH:14][cH:15][cH:16]1)[C:22]([NH:21][CH2:17][CH2:18][CH2:19][CH3:20])=[O:23]. The reactants are C(#N)C1=CC(=C(C(=C1)[N+](=O)[O-])NC(C(F)(F)F)=O)C (N-(4-cyano-2-methyl-6-nitro-phenyl)-2,2,2-trifluoro-acetamide), N (ammonia). Solvent: CO (methanol). Yields the product NC1=C(C=C(C#N)C=C1[N+](=O)[O-])C (4-Amino-3-methyl-5-nitro-benzonitrile). Yield: 99.9%. As a reaction SMILES: [C:1]([C:3]1[CH:8]=[C:7]([N+:9]([O-:11])=[O:10])[C:6]([NH:12]C(=O)C(F)(F)F)=[C:5]([CH3:19])[CH:4]=1)#[N:2].N>CO>[NH2:12][C:6]1[C:7]([N+:9]([O-:11])=[O:10])=[CH:8][C:3]([C:1]#[N:2])=[CH:4][C:5]=1[CH3:19]. Reported procedure: A mixture of N-(4-cyano-2-methyl-6-nitro-phenyl)-2,2,2-trifluoro-acetamide (5 g, 18.3 mmol) and 2 M ammonia in methanol (80 mL) was heated to reflux for 14 h and then cooled to room temperature. After concentration in vacuo, the residue was purified by flash chromatography (20% EtOAc/hexane) to yield the title compound (3.24 g, 100%, ca 80% pure). 1H NMR (300 MHz, CDCl3) δ 8.40 (1H, s), 7.47 (1H, s), 6.6-6.8 (2H, broad s), 2.89 (3H, s). Reactants: CC(=O)Nc1nc(CO)cs1, CC(=O)O, O=C1CCC(=O)N1Cl. Yields the product CC(=O)Nc1nc(CO)c(Cl)s1. As a reaction SMILES: [C:1]([CH3:2])(=[O:3])[NH:4][c:5]1[s:6][cH:7][c:8]([CH2:10][OH:11])[n:9]1.[CH3:20][C:21](=[O:22])[OH:23].[Cl:12][N:13]1[C:14](=[O:15])[CH2:16][CH2:17][C:18]1=[O:19]>>[C:1]([CH3:2])(=[O:3])[NH:4][c:5]1[s:6][c:7]([Cl:12])[c:8]([CH2:10][OH:11])[n:9]1.